From a dataset of the Open Reaction Database (ORD), a public repository of structured organic reaction records. describe an organic reaction: reactants, conditions, products, and yield Reactants: [Br-], COc1ccc(CBr)c2c1OCCO2, C[Si](C)(C)Cl, COc1ccc(C=O)c2c1OCCO2, C[SiH](C)O[SiH](C)C, CC#N, ClCCl, [Li+], N#C[Na], O. As a reaction SMILES: [Br-:16].[Br:29][CH2:30][c:31]1[c:32]2[c:37]([c:38]([O:39][CH3:40])[cH:41][cH:42]1)[O:36][CH2:35][CH2:34][O:33]2.[CH3:17][Si:18]([Cl:19])([CH3:20])[CH3:21].[CH3:1][O:2][c:3]1[cH:4][cH:5][c:6]([CH:13]=[O:14])[c:7]2[c:8]1[O:9][CH2:10][CH2:11][O:12]2.[CH3:22][SiH:23]([CH3:24])[O:25][SiH:26]([CH3:27])[CH3:28].[CH3:46][C:47]#[N:48].[Cl:49][CH2:50][Cl:51].[Li+:15].[Na:43][C:44]#[N:45].[OH2:52]>>[CH3:1][O:2][c:3]1[cH:4][cH:5][c:6]([CH2:13][C:44]#[N:45])[c:7]2[c:8]1[O:9][CH2:10][CH2:11][O:12]2. Yields the product COc1ccc(CC#N)c2c1OCCO2. The reactants are solid, FC(Cl)F (difluorochloromethane), NC1=NC(=CC(=N1)O)C (2-amino-4-hydroxy-6-methyl-pyrimidine). The solvent is [OH-].[Na+] (sodium hydroxide), O (water), [OH-].[Na+] (sodium hydroxide), O1CCOCC1 (dioxane). Product: NC1=NC(=CC(=N1)OC(F)F)C (2-amino-4-difluoromethoxy-6-methyl-pyrimidine). Reaction SMILES: [F:1][CH:2]([F:4])Cl.[NH2:5][C:6]1[N:11]=[C:10]([OH:12])[CH:9]=[C:8]([CH3:13])[N:7]=1>O.[OH-].[Na+].O1CCOCC1>[NH2:5][C:6]1[N:11]=[C:10]([O:12][CH:2]([F:4])[F:1])[CH:9]=[C:8]([CH3:13])[N:7]=1 |f:3.4|. Procedure: Gaseous difluorochloromethane is passed into a solution of 62.5 g of 2-amino-4-hydroxy-6-methyl-pyrimidine in 500 ml of water, 100 ml of 40% sodium hydroxide solution and 100 ml of dioxane at a temperature of 70°-75° C. over a period of 12 hours. During this period, at hourly intervals, a total of 160 g of solid sodium hydroxide is added in equal portions. The organic phase is separated off and concentrated to about 1/10 of its volume, the residue is poured into water and the solid which has pre... Starting materials: ClS(=O)(=O)N=C=O (chlorosulfonyl isocyanate), O1CCOC2=C1C=CC(=C2)N (1,4-benzodioxan-6-amine), Cl (HCl), ice water, [Cl-].[Al+3].[Cl-].[Cl-] (aluminum chloride). Solvent: [N+](=O)([O-])CC (nitroethane), [N+](=O)([O-])CC (nitroethane). Reaction conditions: temperature 0 celsius. Product: C1OC=2C(=CC3=C(NC(NS3(=O)=O)=O)C2)OC1 (6,7-Ethylenedioxy-2H-1,2,4-benzothiadiazin-3-(4H)-one 1,1-dioxide). Yield: 51.9%. RXN SMILES: Cl[S:2]([N:5]=[C:6]=[O:7])(=[O:4])=[O:3].[O:8]1[C:13]2[CH:14]=[CH:15][C:16]([NH2:18])=[CH:17][C:12]=2[O:11][CH2:10][CH2:9]1.[Cl-].[Al+3].[Cl-].[Cl-].Cl>[N+](CC)([O-])=O>[CH2:10]1[CH2:9][O:8][C:13]2=[CH:14][C:15]3[S:2](=[O:4])(=[O:3])[NH:5][C:6](=[O:7])[NH:18][C:16]=3[CH:17]=[C:12]2[O:11]1 |f:2.3.4.5|. Reported procedure: This compound was prepared according to the method of Girard et. al., J. Chem. Soc., Perkin I; 1979, 1043-1047, incorporated by reference herein in its entirety. To a solution of chlorosulfonyl isocyanate (5.6 g, 40.0 mmol) in nitroethane (35 ml) at -40° C. was added dropwise over five minutes a solution of 1,4-benzodioxan-6-amine (5.0 g, 33.1 mmol) in nitroethane (5 ml). The mixture was allowed to warm to 0° C. and stirred for one hour at which time anhydrous aluminum chloride was added. The mi... The reactants are CCOC(=O)CC1OB(O)c2cc(OC)cc(COC)c21, C1CCOC1, Cl, [Li+], [OH-], O. Product: COCc1cc(OC)cc2c1C(CC(=O)O)OB2O. RXN SMILES: [CH2:1]([CH3:2])[O:3][C:4]([CH2:5][CH:6]1[c:7]2[c:8]([cH:12][c:13]([O:19][CH3:20])[cH:14][c:15]2[CH2:16][O:17][CH3:18])[B:9]([OH:11])[O:10]1)=[O:21].[CH2:25]1[O:26][CH2:27][CH2:28][CH2:29]1.[ClH:24].[Li+:23].[OH-:22].[OH2:30]>>[O:3]=[C:4]([CH2:5][CH:6]1[c:7]2[c:8]([cH:12][c:13]([O:19][CH3:20])[cH:14][c:15]2[CH2:16][O:17][CH3:18])[B:9]([OH:11])[O:10]1)[OH:21]. Reactants: NC=1C(=NC(=C(N1)N)Cl)C(=O)NC(=N)NCC1(CCNCC1)CCC1=CC=CC=C1 (N-(3,5-diamino-6-chloro-pyrazine-2-carbonyl)-N′-(4-phenethyl-piperidin-4-ylmethyl)-guanidine), C1CCC2=NCCCN2CC1 (DBU), C1CCOC1 (THF). Reaction conditions: time 2 hour. The product is C(CC)NC(=O)N1CCC(CC1)(CCC1=CC=CC=C1)CNC(=NC(=O)C1=NC(=C(N=C1N)N)Cl)N (4-[N′-(3,5-Diamino-6-chloro-pyrazine-2-carbonyl)-guanidinomethyl]-4-phenethyl-piperidine-1-carboxylic acid propylamide). As a reaction SMILES: [NH2:1][C:2]1[C:3]([C:10]([NH:12][C:13]([NH:15][CH2:16][C:17]2([CH2:23][CH2:24][C:25]3[CH:30]=[CH:29][CH:28]=[CH:27][CH:26]=3)[CH2:22][CH2:21][NH:20][CH2:19][CH2:18]2)=[NH:14])=[O:11])=[N:4][C:5]([Cl:9])=[C:6]([NH2:8])[N:7]=1.C1CCN2[C:34](=[N:35][CH2:36]CC2)[CH2:33][CH2:32]1.C1C[O:45]CC1>>[CH2:34]([NH:35][C:36]([N:20]1[CH2:19][CH2:18][C:17]([CH2:16][NH:15][C:13]([NH2:14])=[N:12][C:10]([C:3]2[C:2]([NH2:1])=[N:7][C:6]([NH2:8])=[C:5]([Cl:9])[N:4]=2)=[O:11])([CH2:23][CH2:24][C:25]2[CH:30]=[CH:29][CH:28]=[CH:27][CH:26]=2)[CH2:22][CH2:21]1)=[O:45])[CH2:33][CH3:32]. Procedure: To a mixture of 100 mg (0.198 mmol) N-(3,5-diamino-6-chloro-pyrazine-2-carbonyl)-N′-(4-phenethyl-piperidin-4-ylmethyl)-guanidine (example 2) and 29 μl DBU in 5 ml THF 12 μM (0.2 mmol) N-propylisocyanat is dropwise added and stirred at room temperature for 2 h. Then the mixture is concentrated under reduced pressure. The residue is purified via preparative reverse phase HPLC (gradient of acetonitrile and water+0.2% trifluoroacetic acid, 25° C.). Fractions containing the title compound were concen...